This data is from the Open Reaction Database (ORD), a public repository of structured organic reaction records. The task is: describe an organic reaction: reactants, conditions, products, and yield Starting materials: C(C#C)N1C([C@@H](CC1)OCOC)=O ((R)-1-(2-propynyl)-3-(methoxymethoxy)-2-pyrrolidinone), CNC (dimethylamine), C=O (paraformaldehyde), C(C)(=O)O (acetic acid), cuprous chloride. Run in O1CCOCC1 (dioxane). The product is CN(CC#CCN1C([C@@H](CC1)OCOC)=O)C ((R)-1-[4-(Dimethylamino)-2-butynyl]-3-(methoxymethoxy)-2-pyrrolidinone). As a reaction SMILES: [CH2:1]([N:4]1[CH2:8][CH2:7][C@@H:6]([O:9][CH2:10][O:11][CH3:12])[C:5]1=[O:13])[C:2]#[CH:3].[CH3:14][NH:15][CH3:16].C=O.[C:19](O)(=O)C>O1CCOCC1>[CH3:14][N:15]([CH3:19])[CH2:16][C:3]#[C:2][CH2:1][N:4]1[CH2:8][CH2:7][C@@H:6]([O:9][CH2:10][O:11][CH3:12])[C:5]1=[O:13]. Procedure details: A solution of 2.2 g of product from Example 199, 0.93 g of dimethylamine, 0.8 g of paraformaldehyde, 1.0 g of acetic acid, 0.050 g of cuprous chloride in 50 ml of dioxane is stirred at room temperature for two days. The mixture is cooled and concentrated at reduced pressure. The residue is basified with ammonium hydroxide and extracted with methylene chloride. The methylene chloride solution is dried over anhydrous sodium sulfate, and concentrated at reduced pressure to dryness. The residue is p... Starting materials: ClC=1C=C(C=NC1OC(C)C)C1=NC(=NO1)C=1C(=CC=C2C(=CNC12)CCC(=O)OCC)F (Ethyl 3-[7-(5-{5-chloro-6-[(1-methylethyl)oxy]-3-pyridinyl}-1,2,4-oxadiazol-3-yl)-6-fluoro-1H-indol-3-yl]propanoate), [OH-].[Na+] (NaOH). The solvent is C(C)(C)O (isopropanol), O (water). Reaction conditions: temperature 90 celsius, time 2 hour. Yields the product ClC=1C=C(C=NC1OC(C)C)C1=NC(=NO1)C=1C(=CC=C2C(=CNC12)CCC(=O)O)F (3-[7-(5-{5-chloro-6-[(1-methylethyl)oxy]-3-pyridinyl}-1,2,4-oxadiazol-3-yl)-6-fluoro-1H-indol-3-yl]propanoic acid). The yield is 71.1%. As a reaction SMILES: [Cl:1][C:2]1[CH:3]=[C:4]([C:12]2[O:16][N:15]=[C:14]([C:17]3[C:18]([F:33])=[CH:19][CH:20]=[C:21]4[C:25]=3[NH:24][CH:23]=[C:22]4[CH2:26][CH2:27][C:28]([O:30]CC)=[O:29])[N:13]=2)[CH:5]=[N:6][C:7]=1[O:8][CH:9]([CH3:11])[CH3:10].[OH-].[Na+]>C(O)(C)C.O>[Cl:1][C:2]1[CH:3]=[C:4]([C:12]2[O:16][N:15]=[C:14]([C:17]3[C:18]([F:33])=[CH:19][CH:20]=[C:21]4[C:25]=3[NH:24][CH:23]=[C:22]4[CH2:26][CH2:27][C:28]([OH:30])=[O:29])[N:13]=2)[CH:5]=[N:6][C:7]=1[O:8][CH:9]([CH3:11])[CH3:10] |f:1.2|. Procedure: To a solution of ethyl 3-[7-(5-{5-chloro-6-[(1-methylethyl)oxy]-3-pyridinyl}-1,2,4-oxadiazol-3-yl)-6-fluoro-1H-indol-3-yl]propanoate (D149) (260 mg) in isopropanol (7 mL) and water (7 mL) was added NaOH (5.5 mL, 0.5 M aq) at room temperature. The reaction suspension was stirred at 90° C. for 2 hours, and the solution turned clear. Isopropanol was removed in vacuo and water (8 mL) was added to the residue. The aqueous solution was acidified to pH=1 and extracted with ethyl acetate (3×10 mL). The ... As a reaction SMILES: [C:18]([Br:19])([Br:20])([Br:21])[Br:22].[C:1]([CH3:2])([CH3:3])([CH3:4])[Si:5]([O:6][CH2:7][c:8]1[cH:9][c:10]([CH2:14][OH:15])[cH:11][cH:12][cH:13]1)([CH3:16])[CH3:17].[C:42](=[O:43])([O-:44])[OH:45].[Na+:46].[O:47]1[CH2:48][CH2:49][CH2:50][CH2:51]1.[c:23]1([P:24]([c:25]2[cH:26][cH:27][cH:28][cH:29][cH:30]2)[c:31]2[cH:32][cH:33][cH:34][cH:35][cH:36]2)[cH:37][cH:38][cH:39][cH:40][cH:41]1>>[C:1]([CH3:2])([CH3:3])([CH3:4])[Si:5]([O:6][CH2:7][c:8]1[cH:9][c:10]([CH2:14][Br:19])[cH:11][cH:12][cH:13]1)([CH3:16])[CH3:17]. Reactants: BrC(Br)(Br)Br, CC(C)(C)[Si](C)(C)OCc1cccc(CO)c1, O=C([O-])O, [Na+], C1CCOC1, c1ccc(P(c2ccccc2)c2ccccc2)cc1. Product: CC(C)(C)[Si](C)(C)OCc1cccc(CBr)c1. Procedure: When an equivalent amount of 1,2,4-triazole is substituted for 3,5-diethoxycarbonyl-1H-pyrazole and an equivalent amount of 2-bromochloroethane is substituted for 1,2-dibromoethane in the procedure of Example 4, 2-(1-H-triazol-1-yl)ethyl chloride is isolated 1,2,4-triazole, Aldrich, 43%, used directly after workup). Reaction SMILES: [NH:1]1[CH:5]=[N:4][CH:3]=[N:2]1.C(OC([C:11]1C=C(C(OCC)=O)[NH:13][N:12]=1)=O)C.BrC[CH2:23][Cl:24].BrCCBr>>[N:4]1([CH2:3][CH2:23][Cl:24])[CH:5]=[CH:11][N:12]=[N:13]1.[NH:1]1[CH:5]=[N:4][CH:3]=[N:2]1. Starting materials: BrCCCl (2-bromochloroethane), BrCCBr (1,2-dibromoethane), N1N=CN=C1 (1,2,4-triazole), C(C)OC(=O)C1=NNC(=C1)C(=O)OCC (3,5-diethoxycarbonyl-1H-pyrazole). Yields the product N1(N=NC=C1)CCCl (2-(1-H-triazol-1-yl)ethyl chloride), N1N=CN=C1 (1,2,4-triazole). Starting materials: C1CCOC1, CCOC(=O)CC(=O)N1CCN(C(=O)c2cc(F)c(F)c(F)c2)CC1, CO, [Li+], [OH-], O, O. The product is O=C(O)CC(=O)N1CCN(C(=O)c2cc(F)c(F)c(F)c2)CC1. As a reaction SMILES: [CH2:29]1[O:30][CH2:31][CH2:32][CH2:33]1.[CH2:4]([CH3:5])[O:6][C:7]([CH2:8][C:9]([N:10]1[CH2:11][CH2:12][N:13]([C:16]([c:17]2[cH:18][c:19]([F:25])[c:20]([F:24])[c:21]([F:23])[cH:22]2)=[O:26])[CH2:14][CH2:15]1)=[O:27])=[O:28].[CH3:35][OH:36].[Li+:2].[OH-:1].[OH2:34].[OH2:3]>>[O:6]=[C:7]([CH2:8][C:9]([N:10]1[CH2:11][CH2:12][N:13]([C:16]([c:17]2[cH:18][c:19]([F:25])[c:20]([F:24])[c:21]([F:23])[cH:22]2)=[O:26])[CH2:14][CH2:15]1)=[O:27])[OH:28]. The reactants are CCN=C=NCCCN(C)C, CCOC(C)=O, CCN(C(C)C)C(C)C, O=CO, ClCCl, Cl, Cl, Nc1nccn2c(C3CCNCC3)nc(-c3cc4ccccc4[nH]3)c12. Product: Nc1nccn2c(C3CCN(C=O)CC3)nc(-c3cc4ccccc4[nH]3)c12. As a reaction SMILES: [CH3:28][N:29]([CH3:30])[CH2:31][CH2:32][CH2:33][N:34]=[C:35]=[N:36][CH2:37][CH3:38].[CH3:54][CH2:55][O:56][C:57]([CH3:58])=[O:59].[CH:39]([N:40]([CH2:41][CH3:42])[CH:43]([CH3:44])[CH3:45])([CH3:46])[CH3:47].[CH:48](=[O:49])[OH:50].[Cl:51][CH2:52][Cl:53].[ClH:1].[ClH:27].[nH:2]1[c:3](-[c:11]2[n:12][c:13]([CH:21]3[CH2:22][CH2:23][NH:24][CH2:25][CH2:26]3)[n:14]3[c:15]2[c:16]([NH2:20])[n:17][cH:18][cH:19]3)[cH:4][c:5]2[cH:6][cH:7][cH:8][cH:9][c:10]12>>[nH:2]1[c:3](-[c:11]2[n:12][c:13]([CH:21]3[CH2:22][CH2:23][N:24]([CH:48]=[O:49])[CH2:25][CH2:26]3)[n:14]3[c:15]2[c:16]([NH2:20])[n:17][cH:18][cH:19]3)[cH:4][c:5]2[cH:6][cH:7][cH:8][cH:9][c:10]12. Reactants: O=C([O-])O, CC#N, CCOCCl, [Na+], O, O=C1OC(c2ccccc2)CCN1Cc1ccccc1NS(=O)(=O)C(F)(F)F. The product is CCOCN(c1ccccc1CN1CCC(c2ccccc2)OC1=O)S(=O)(=O)C(F)(F)F. RXN SMILES: [C:29](=[O:30])([O-:31])[OH:32].[CH3:40][C:41]#[N:42].[Cl:34][CH2:35][O:36][CH2:37][CH3:38].[Na+:33].[OH2:39].[c:1]1([CH:7]2[CH2:8][CH2:9][N:10]([CH2:14][c:15]3[c:16]([NH:21][S:22](=[O:23])(=[O:24])[C:25]([F:26])([F:27])[F:28])[cH:17][cH:18][cH:19][cH:20]3)[C:11](=[O:13])[O:12]2)[cH:2][cH:3][cH:4][cH:5][cH:6]1>>[c:1]1([CH:7]2[CH2:8][CH2:9][N:10]([CH2:14][c:15]3[c:16]([N:21]([S:22](=[O:23])(=[O:24])[C:25]([F:26])([F:27])[F:28])[CH2:35][O:36][CH2:37][CH3:38])[cH:17][cH:18][cH:19][cH:20]3)[C:11](=[O:13])[O:12]2)[cH:2][cH:3][cH:4][cH:5][cH:6]1. Reactants: COc1ccc(S(=O)(=O)Cl)cc1, CCOC(=O)COc1ccc(CCNS(=O)(=O)c2ccc(OC)cc2)cc1, CCOC(=O)COc1ccc(CCN)cc1, c1ccncc1. Reaction SMILES: [CH3:1][O:2][c:3]1[cH:4][cH:5][c:6]([S:7]([Cl:8])(=[O:9])=[O:10])[cH:11][cH:12]1.[CH3:29][O:30][c:31]1[cH:32][cH:33][c:34]([S:37](=[O:38])(=[O:39])[NH:40][CH2:41][CH2:42][c:43]2[cH:44][cH:45][c:46]([O:47][CH2:48][C:49](=[O:50])[O:51][CH2:52][CH3:53])[cH:54][cH:55]2)[cH:35][cH:36]1.[NH2:13][CH2:14][CH2:15][c:16]1[cH:17][cH:18][c:19]([O:20][CH2:21][C:22]([O:23][CH2:24][CH3:25])=[O:26])[cH:27][cH:28]1.[cH:56]1[cH:57][cH:58][n:59][cH:60][cH:61]1>>[CH3:29][O:30][c:31]1[cH:32][cH:33][c:34]([S:37](=[O:38])(=[O:39])[NH:40][CH2:41][CH2:42][c:43]2[cH:44][cH:45][c:46]([O:47][CH2:48][C:49](=[O:50])[OH:51])[cH:54][cH:55]2)[cH:35][cH:36]1. Yields the product COc1ccc(S(=O)(=O)NCCc2ccc(OCC(=O)O)cc2)cc1.